The task is: describe an organic reaction: reactants, conditions, products, and yield. This data is from the Open Reaction Database (ORD), a public repository of structured organic reaction records. Starting materials: CCOC(=O)c1cc(N)cn1S(C)(=O)=O, Cc1ccc(S(=O)(=O)O)cc1, O=Cc1cccc(F)c1F, c1ccccc1. Yields the product CCOC(=O)c1cc(N=Cc2cccc(F)c2F)cn1S(C)(=O)=O. Reaction SMILES: [CH2:1]([CH3:2])[O:3][C:4](=[O:5])[c:6]1[n:7]([S:12](=[O:13])(=[O:14])[CH3:15])[cH:8][c:9]([NH2:11])[cH:10]1.[CH3:26][c:27]1[cH:28][cH:29][c:30]([S:31]([OH:32])(=[O:33])=[O:34])[cH:35][cH:36]1.[F:16][c:17]1[c:18]([CH:19]=[O:20])[cH:21][cH:22][cH:23][c:24]1[F:25].[cH:37]1[cH:38][cH:39][cH:40][cH:41][cH:42]1>>[CH2:1]([CH3:2])[O:3][C:4](=[O:5])[c:6]1[n:7]([S:12](=[O:13])(=[O:14])[CH3:15])[cH:8][c:9]([N:11]=[CH:19][c:18]2[c:17]([F:16])[c:24]([F:25])[cH:23][cH:22][cH:21]2)[cH:10]1. Reactants: N1=C(C=CC2=CC3=C(C=C12)N=C(C=C3)C(=O)O)C(=O)O (pyrido[3,2-g] quinoline-2,8-dicarboxylic acid), cuprous oxide, N (ammonia), C(=O)=O (Carbon dioxide). Run in COCCOCCO (Diethylene glycol monomethyl ether). Reported procedure: Diethylene glycol monomethyl ether (20 cc) was added to pyrido[3,2-g] quinoline-2,8-dicarboxylic acid (2.01 g, 7.5 mmol) from the above process and cuprous oxide (I) (50 mg, 0.35 mmol), and heated for 5.5 hours at 165° C. Carbon dioxide evolved during the reaction. After the addition of conc. aquous ammonia (25 cc), extracted with dichloromethane (3×100 ml) and dried on potassium carbonate and evaporated dichloromethane to yield pyrido[3,2-g]quinoline. Yields the product N1=CC=CC2=CC3=C(C=C12)N=CC=C3 (pyrido[3,2-g]quinoline). Run at temperature 165 celsius. As a reaction SMILES: [N:1]1[C:10]2[C:5](=[CH:6][C:7]3[CH:14]=[CH:13][C:12](C(O)=O)=[N:11][C:8]=3[CH:9]=2)[CH:4]=[CH:3][C:2]=1C(O)=O.C(=O)=O.N>COCCOCCO>[N:1]1[C:10]2[C:5](=[CH:6][C:7]3[CH:14]=[CH:13][CH:12]=[N:11][C:8]=3[CH:9]=2)[CH:4]=[CH:3][CH:2]=1. Starting materials: O=C([O-])[O-], Cl, [K+], [K+], Nc1cccc(-c2ccc(C(=O)O)c(=O)[nH]2)c1, O, O=S(=O)(Cl)c1cccnc1. The product is O=C(O)c1ccc(-c2cccc(NS(=O)(=O)c3cccnc3)c2)[nH]c1=O. RXN SMILES: [C:30](=[O:31])([O-:32])[O-:33].[ClH:19].[K+:34].[K+:35].[NH2:1][c:2]1[cH:3][c:4](-[c:8]2[nH:9][c:10](=[O:17])[c:11]([C:12](=[O:13])[OH:14])[cH:15][cH:16]2)[cH:5][cH:6][cH:7]1.[OH2:18].[n:20]1[cH:21][c:22]([S:26](=[O:27])(=[O:28])[Cl:29])[cH:23][cH:24][cH:25]1>>[NH:1]([c:2]1[cH:3][c:4](-[c:8]2[nH:9][c:10](=[O:17])[c:11]([C:12](=[O:13])[OH:14])[cH:15][cH:16]2)[cH:5][cH:6][cH:7]1)[S:26]([c:22]1[cH:21][n:20][cH:25][cH:24][cH:23]1)(=[O:27])=[O:28]. Yields the product C(C)(C)(C)OC(=O)CCNC(C(=O)O)C (2-(tert-Butoxycarbonylethylamino)propionic acid). Run in CO (methanol), O (water). Conditions: time 12 hour. Reaction SMILES: [C:1]([O:5][C:6]([CH2:8][CH2:9][NH:10][CH:11]([CH3:16])[C:12]([O:14]C)=[O:13])=[O:7])([CH3:4])([CH3:3])[CH3:2].[OH-].[K+]>CO.O>[C:1]([O:5][C:6]([CH2:8][CH2:9][NH:10][CH:11]([CH3:16])[C:12]([OH:14])=[O:13])=[O:7])([CH3:4])([CH3:2])[CH3:3] |f:1.2|. Isolated yield 73.6%. Reactants: C(C)(C)(C)OC(=O)CCNC(C(=O)OC)C (Methyl 2-(tert-butoxycarbonylethylamino)propionate), [OH-].[K+] (potassium hydroxide). Procedure: Methyl 2-(tert-butoxycarbonylethylamino)propionate (1.27 g; 5.5 mmol) is dissolved in 5 ml of methanol, and potassium hydroxide (1.2 eq.; 6.6 mmol; 0.37 g) dissolved in 1.6 ml of water is then added. The reaction medium is left at room temperature for 12 hours and then evaporated to dryness, taken up in water and washed with ether. The aqueous phase is acidified by adding 1N hydrochloric acid and extracted three times with ether. The organic phases are combined, dried over sodium sulfate and eva...